This data is from the Open Reaction Database (ORD), a public repository of structured organic reaction records. The task is: describe an organic reaction: reactants, conditions, products, and yield The reactants are C1(CCCCC1)NC(=O)C1CCN(CC1)CC1=CC(=CC=C1)N (1-(3-amino-benzyl)-piperidine-4-carboxylic acid cyclohexylamide), C(C1=CN=CC=C1)(=O)O (nicotinic acid), C=1C=CC2=C(C1)N=NN2O (HOBT), CCN(C(C)C)C(C)C (DIPEA), CCN=C=NCCCN(C)C.Cl (EDC hydrochloride). Reagents/catalysts: CN(C)C=1C=CN=CC1 (DMAP). The solvent is C(Cl)Cl (DCM), C(Cl)Cl (DCM), C(Cl)Cl (DCM). Conditions: time 4 day. Product: C1(CCCCC1)NC(=O)C1CCN(CC1)CC=1C=C(C=CC1)NC(C1=CN=CC=C1)=O (N-[3-(4-Cyclohexylcarbamoyl-piperidin-1-ylmethyl)-phenyl]-nicotinamide). RXN SMILES: [CH:1]1([NH:7][C:8]([CH:10]2[CH2:15][CH2:14][N:13]([CH2:16][C:17]3[CH:22]=[CH:21][CH:20]=[C:19]([NH2:23])[CH:18]=3)[CH2:12][CH2:11]2)=[O:9])[CH2:6][CH2:5][CH2:4][CH2:3][CH2:2]1.[C:24](O)(=[O:31])[C:25]1[CH:30]=[CH:29][CH:28]=[N:27][CH:26]=1.C1C=CC2N(O)N=NC=2C=1.CCN(C(C)C)C(C)C.CCN=C=NCCCN(C)C.Cl>C(Cl)Cl.CN(C1C=CN=CC=1)C>[CH:1]1([NH:7][C:8]([CH:10]2[CH2:11][CH2:12][N:13]([CH2:16][C:17]3[CH:18]=[C:19]([NH:23][C:24](=[O:31])[C:25]4[CH:30]=[CH:29][CH:28]=[N:27][CH:26]=4)[CH:20]=[CH:21][CH:22]=3)[CH2:14][CH2:15]2)=[O:9])[CH2:2][CH2:3][CH2:4][CH2:5][CH2:6]1 |f:4.5|. Procedure: To a solution of 1-(3-amino-benzyl)-piperidine-4-carboxylic acid cyclohexylamide BB-1 (200 mg, 0.57 mmol) in DCM (5 mL) are added successively nicotinic acid (70 mg, 0.57 mmol), HOBT (154 mg, 1.14 mmol), DMAP (14 mg, 0.11 mmol) and DIPEA (0.29 mL, 1.7 mmol). A solution of EDC hydrochloride (163 mg, 0.85 mmol) in DCM (2 mL) is added and the reaction mixture is stirred for 4 days at RT. The mixture is diluted with DCM (10 mL) and washed twice with sat.aq. NaHCO3 (20 mL). The combined organic phase... Starting materials: S1C2=C(C(=C1)B(O)O)C=CC=C2 (benzo[b]thiophen-3-ylboronic acid), N1(C=NC=C1)CC=1C=CC(=NC1)Br (5-Imidazol-1-ylmethyl-2-bromopyridine). The product is S1C2=C(C(=C1)C1=NC=C(C=C1)CN1C=NC=C1)C=CC=C2 (2-Benzo[b]thiophen-3-yl-5-imidazol-1-ylmethyl-pyridine). As a reaction SMILES: [S:1]1[CH:5]=[C:4](B(O)O)[C:3]2[CH:9]=[CH:10][CH:11]=[CH:12][C:2]1=2.[N:13]1([CH2:18][C:19]2[CH:20]=[CH:21][C:22](Br)=[N:23][CH:24]=2)[CH:17]=[CH:16][N:15]=[CH:14]1>>[S:1]1[CH:5]=[C:4]([C:22]2[CH:21]=[CH:20][C:19]([CH2:18][N:13]3[CH:17]=[CH:16][N:15]=[CH:14]3)=[CH:24][N:23]=2)[C:3]2[CH:9]=[CH:10][CH:11]=[CH:12][C:2]1=2. Reported procedure: Synthesized using benzo[b]thiophen-3-ylboronic acid (224 mg, 1.26 mmol) and 1a (150 mg, 0.63 mmol) according to Method C. Yellow solid. Yield: 100 mg, 0.34 mmol, 54%. 1H NMR (500 MHz, CDCl3): δH (ppm): 5.27 (s, 2H), 6.99 (t, J=1.3 Hz, 1H), 7.18 (brs, 1H), 7.39-7.42 (m, 1H), 7.43-7.47 (m, 1H), 7.59 (dd, J=8.2, 2.5 Hz, 1H), 7.70 (dd, J=8.2, 0.9 Hz, 1H), 7.82 (s, 1H), 7.90-7.92 (m, 1H), 8.01 (s, 1H), 8.46-8.48 (m, 1H), 8.66-8.67 (m, 1H); 13C NMR (CDCl3, 125 MHz): δC (ppm)=45.5, 119.3, 122.6, 122.8,... The reactants are O=C([O-])[O-], O=[N+]([O-])c1c(F)cccc1OCc1ccccc1, [K+], [K+], NCc1ccccc1, C1CCOC1, O. Reaction SMILES: [C:1](=[O:2])([O-:3])[O-:4].[CH2:7]([c:8]1[cH:9][cH:10][cH:11][cH:12][cH:13]1)[O:14][c:15]1[c:16]([N+:22](=[O:23])[O-:24])[c:17]([F:21])[cH:18][cH:19][cH:20]1.[K+:5].[K+:6].[NH2:25][CH2:26][c:27]1[cH:28][cH:29][cH:30][cH:31][cH:32]1.[O:34]1[CH2:35][CH2:36][CH2:37][CH2:38]1.[OH2:33]>>[CH2:7]([c:8]1[cH:9][cH:10][cH:11][cH:12][cH:13]1)[O:14][c:15]1[c:16]([N+:22](=[O:23])[O-:24])[c:17]([NH:25][CH2:26][c:27]2[cH:28][cH:29][cH:30][cH:31][cH:32]2)[cH:18][cH:19][cH:20]1. Yields the product O=[N+]([O-])c1c(NCc2ccccc2)cccc1OCc1ccccc1. The reactants are C(C(O)C1=CC=CC=C1)(=O)O (DL-mandelic acid), CI (methyl iodide), C(=S)=S (carbon disulfide), [OH-].[K+] (potassium hydroxide). Run in CS(=O)C (dimethylsulfoxide). Yields the product CSC(OC(C(=O)O)C1=CC=CC=C1)=S (α-[(methylthio)thioxomethoxy]benzene acetic acid). As a reaction SMILES: [C:1]([OH:11])(=[O:10])[CH:2]([C:4]1[CH:9]=[CH:8][CH:7]=[CH:6][CH:5]=1)[OH:3].[C:12](=[S:14])=[S:13].[OH-].[K+].[CH3:17]I>CS(C)=O>[CH3:17][S:13][C:12](=[S:14])[O:3][CH:2]([C:4]1[CH:9]=[CH:8][CH:7]=[CH:6][CH:5]=1)[C:1]([OH:11])=[O:10] |f:2.3|. Procedure details: 4.56 g (30 mM) of DL-mandelic acid are dissolved in 100 ml. of carbon disulfide and 3.37 g. (60 mM) of pulverized potassium hydroxide are added all at once. Absolute dimethylsulfoxide is then added with stirring until a clear solution is obtained. The whole is stirred for 1 hour and then 4.26 g (30 mM) of methyl iodide are added. After 4 hours the carbon disulfide is removed in vacuum and the oily residue is dissolved in 200 ml. of water. The aqueous solution is extracted three times with 50 ml.... Starting materials: CN(C)C=O, [H-], Nc1cc(Cl)ccc1[N+](=O)[O-], [Na+], O, Sc1ncc[nH]1. Yields the product Nc1cc(Sc2ncc[nH]2)ccc1[N+](=O)[O-]. As a reaction SMILES: [CH3:7][N:8]([CH3:9])[CH:10]=[O:11].[H-:12].[NH2:14][c:15]1[c:16]([N+:22](=[O:23])[O-:24])[cH:17][cH:18][c:19]([Cl:21])[cH:20]1.[Na+:13].[OH2:25].[SH:1][c:2]1[nH:3][cH:4][cH:5][n:6]1>>[S:1]([c:2]1[nH:3][cH:4][cH:5][n:6]1)[c:19]1[cH:18][cH:17][c:16]([N+:22](=[O:23])[O-:24])[c:15]([NH2:14])[cH:20]1.